From a dataset of the Open Reaction Database (ORD), a public repository of structured organic reaction records. describe an organic reaction: reactants, conditions, products, and yield Reactants: COC(=O)Cn1c(=O)n(C(C(=O)[O-])C(C)(C)C)c2cc(C)cc(C)c21, CC(C)(C)OC(=O)Cn1c(=O)[nH]c2ccccc21. Product: COC(=O)Cn1c(=O)n(CC(=O)O)c2cc(C)cc(C)c21. As a reaction SMILES: [C:19]([CH3:20])([CH3:21])([CH3:22])[CH:23]([C:24](=[O:25])[O-:26])[n:27]1[c:28](=[O:43])[n:29]([CH2:38][C:39](=[O:40])[O:41][CH3:42])[c:30]2[c:31]1[cH:32][c:33]([CH3:37])[cH:34][c:35]2[CH3:36].[O:1]=[c:2]1[n:3]([CH2:4][C:5]([O:6][C:7]([CH3:8])([CH3:9])[CH3:10])=[O:11])[c:12]2[cH:13][cH:14][cH:15][cH:16][c:17]2[nH:18]1>>[CH2:23]([C:24](=[O:25])[OH:26])[n:27]1[c:28](=[O:43])[n:29]([CH2:38][C:39](=[O:40])[O:41][CH3:42])[c:30]2[c:31]1[cH:32][c:33]([CH3:37])[cH:34][c:35]2[CH3:36].